This data is from the Open Reaction Database (ORD), a public repository of structured organic reaction records. The task is: describe an organic reaction: reactants, conditions, products, and yield Starting materials: C(C)(C)(C)C1CCC(CC1)=O (4-tert-butylcyclohexanone), NC1=CC=CC=C1 (aniline). The product is C(C)(C)(C)C1CC=C(CC1)C1=CC=C(N)C=C1 (4-(4-tert-Butylcyclohex-1-enyl)aniline). RXN SMILES: [C:1]([CH:5]1[CH2:10][CH2:9][C:8](=O)[CH2:7][CH2:6]1)([CH3:4])([CH3:3])[CH3:2].[NH2:12][C:13]1[CH:18]=[CH:17][CH:16]=[CH:15][CH:14]=1>>[C:1]([CH:5]1[CH2:10][CH2:9][C:8]([C:16]2[CH:17]=[CH:18][C:13]([NH2:12])=[CH:14][CH:15]=2)=[CH:7][CH2:6]1)([CH3:4])([CH3:3])[CH3:2]. Procedure: 4-(4-tert-Butylcyclohex-1-enyl)aniline was prepared in analogy to procedure for preparation of building block 11 using 4-tert-butylcyclohexanone (0.59 mol) and aniline. Starting materials: OCCC#N (3-hydroxy-propionitrile), CC1=CC(=O)OC(O1)(C)C (2,2,6-trimethyl-1,3-dioxen-4-one). The solvent is C(C)N(CC)CC (triethylamine). Yields the product C(CC(=O)C)(=O)OCCC#N (2-cyanoethyl acetoacetate). RXN SMILES: [OH:1][CH2:2][CH2:3][C:4]#[N:5].[CH3:6][C:7]1[O:13]C(C)(C)O[C:9](=[O:10])[CH:8]=1>C(N(CC)CC)C>[C:9]([O:1][CH2:2][CH2:3][C:4]#[N:5])(=[O:10])[CH2:8][C:7]([CH3:6])=[O:13]. Reported procedure: A mixture of 16.33 g (0.23 mole) of 3-hydroxy-propionitrile and 28.4 g (0.20 mole) of 2,2,6-trimethyl-1,3-dioxen-4-one in the presence of 0.1 ml of triethylamine is heated to 90°-100° C. for 4 hrs 30 mins. Reactants: C(C)(=O)OC(C)=O (acetic anhydride), resultant solution, NC=1SC(=CN1)CC(=O)O (2-(2-aminothiazol-5-yl)acetic acid). Run in C(=O)O (Formic acid). The product is C(=O)NC=1SC(=CN1)CC(=O)O (2-(2-formamidothiazol-5-yl)acetic acid). Isolated yield 86.0%. As a reaction SMILES: [C:1](OC(=O)C)(=[O:3])C.[NH2:8][C:9]1[S:10][C:11]([CH2:14][C:15]([OH:17])=[O:16])=[CH:12][N:13]=1>C(O)=O>[CH:1]([NH:8][C:9]1[S:10][C:11]([CH2:14][C:15]([OH:17])=[O:16])=[CH:12][N:13]=1)=[O:3]. Procedure: Formic acid (8.4 g) was added to acetic anhydride (18.7 g) under ice-cooling with stirring, and the stirring was continued at 45° to 50° C. for an hour. To the resultant solution was added 2-(2-aminothiazol-5-yl)acetic acid (5.8 g) at ambient temperature, and the mixture was stirred for 35 minutes. After the reaction mixture was evaporated to dryness, the residual product was treated with diisopropyl ether and then collected by filtration to give 2-(2-formamidothiazol-5-yl)acetic acid (5.87 g), ... Reactants: N1=CC=C(C=C1)OC1CCC2(CCN(CC2)C(=O)OC(C)(C)C)CC1 (tert-Butyl 9-(pyridin-4-yloxy)-3-azaspiro[5.5]undecane-3-carboxylate), Cl (hydrogen chloride). Procedure details: tert-Butyl 9-(pyridin-4-yloxy)-3-azaspiro[5.5]undecane-3-carboxylate (1 g, 2.886 mmol) was dissolved in methanol (2 ml); hydrogen chloride in methanol (1.25 mol/l, 11.5 ml) was added, and the mixture was refluxed for 30 min. The solvent was removed under vacuum and the residue was dissolved in a small amount of ethanol. Acetone (about 25 ml) was then added, the mixture was stirred for 30 min at 0° C., and finally the resulting solid was filtered out with suction. Yield: 0.96 g (>99%) The product is Cl.Cl.N1=CC=C(C=C1)OC1CCC2(CCNCC2)CC1 (9-(Pyridin-4-yloxy)-3-azaspiro[5.5]undecane dihydrochloride). Reaction conditions: temperature 0 celsius, time 30 minute. RXN SMILES: [N:1]1[CH:6]=[CH:5][C:4]([O:7][CH:8]2[CH2:25][CH2:24][C:11]3([CH2:16][CH2:15][N:14](C(OC(C)(C)C)=O)[CH2:13][CH2:12]3)[CH2:10][CH2:9]2)=[CH:3][CH:2]=1.[ClH:26]>CO>[ClH:26].[ClH:26].[N:1]1[CH:2]=[CH:3][C:4]([O:7][CH:8]2[CH2:25][CH2:24][C:11]3([CH2:16][CH2:15][NH:14][CH2:13][CH2:12]3)[CH2:10][CH2:9]2)=[CH:5][CH:6]=1 |f:3.4.5|. Solvent: CO (methanol), CO (methanol). Solvent: CCOCC (ether). The reactants are C(C1=CC=CC=C1)(C1=CC=CC=C1)N=C=S (benzhydrylisothiocyanate), CN (methylamine). Procedure: A solution of 13.50 g (0.06 Mole) of benzhydrylisothiocyanate in ether is saturated with anhydrous methylamine in an ice bath. The crystals are filtered to yield the product, N-benzhydryl-N'-methylthiourea; mp 152°-154° C, which is sufficiently pure for the next step. The product is C(C1=CC=CC=C1)(C1=CC=CC=C1)NC(=S)NC (N-benzhydryl-N'-methylthiourea). RXN SMILES: [CH:1]([N:14]=[C:15]=[S:16])([C:8]1[CH:13]=[CH:12][CH:11]=[CH:10][CH:9]=1)[C:2]1[CH:7]=[CH:6][CH:5]=[CH:4][CH:3]=1.[CH3:17][NH2:18]>CCOCC>[CH:1]([NH:14][C:15]([NH:18][CH3:17])=[S:16])([C:8]1[CH:9]=[CH:10][CH:11]=[CH:12][CH:13]=1)[C:2]1[CH:7]=[CH:6][CH:5]=[CH:4][CH:3]=1. Starting materials: OC1=C2C(CCN3C2=C(C=C1)CCCC3)=O (11-hydroxy-2,3,5,6,7,8-hexahydro-1H-azepino[3,2,1-ij]quinolone), COC=1C=C(C2=CC=CC=C2C1)N(C)C (3-methoxy-1-(dimethylamino)naphthalene). Yields the product OC=1C=C(C2=CC=CC=C2C1)N(C)C (3-hydroxy-1-(dimethylamino)naphthalene). As a reaction SMILES: OC1C=CC2CCCCN3C=2C=1C(=O)CC3.C[O:18][C:19]1[CH:20]=[C:21]([N:29]([CH3:31])[CH3:30])[C:22]2[C:27]([CH:28]=1)=[CH:26][CH:25]=[CH:24][CH:23]=2>>[OH:18][C:19]1[CH:20]=[C:21]([N:29]([CH3:31])[CH3:30])[C:22]2[C:27]([CH:28]=1)=[CH:26][CH:25]=[CH:24][CH:23]=2. Procedure: The title compound was synthesized in a similar manner as 11-hydroxy-2,3,5,6,7,8-hexahydro-1H-azepino[3,2,1-ij]quinolone starting from 3-methoxy-1-(dimethylamino)naphthalene: 1H NMR (DMSO-d6) δ 9.53 (s, 1H), 7.95 (d, 1H); 7.60 (d, 1H), 7.32 (ddd, 1H), 7.21 (ddd, 1H), 6.75 (d, 1H), 6.64 (d, 1H), 2.77 (s, 6H). Reactants: C(C)OC1=C(C=O)C=CC(=C1)N(CC)CC (2-ethoxy-4-(diethylamino)benzaldehyde), C1(CCCC1)N1N=C(C(=C1N)C(=O)N)CC (1-cyclopentyl-3-ethyl-5-amino-1H-pyrazole-4-carboxamide), C1=CC=CC=C1 (benzene), O (water). Reagents/catalysts: [Pd] (palladium on carbon), O.C1(=CC=C(C=C1)S(=O)(=O)O)C (p-toluenesulfonic acid monohydrate). Run in CCCCCC (hexane). The product is C1(CCCC1)N1NC(=C2C1=NC(=NC2=O)C2=C(C=C(C=C2)N(CC)CC)OCC)CC (1-cyclopentyl-3-ethyl-6-[2-ethoxy-4-(diethylamino)phenyl]pyrazolo[3,4-d]pyrimidin-4-one). The yield is 15.8%. As a reaction SMILES: [CH2:1]([O:3][C:4]1[CH:11]=[C:10]([N:12]([CH2:15][CH3:16])[CH2:13][CH3:14])[CH:9]=[CH:8][C:5]=1[CH:6]=O)[CH3:2].[CH:17]1([N:22]2[C:26]([NH2:27])=[C:25]([C:28]([NH2:30])=[O:29])[C:24]([CH2:31][CH3:32])=[N:23]2)[CH2:21][CH2:20][CH2:19][CH2:18]1.C1C=CC=CC=1.O>[Pd].O.C1(C)C=CC(S(O)(=O)=O)=CC=1.CCCCCC>[CH:17]1([N:22]2[C:26]3=[N:27][C:6]([C:5]4[CH:8]=[CH:9][C:10]([N:12]([CH2:15][CH3:16])[CH2:13][CH3:14])=[CH:11][C:4]=4[O:3][CH2:1][CH3:2])=[N:30][C:28](=[O:29])[C:25]3=[C:24]([CH2:31][CH3:32])[NH:23]2)[CH2:18][CH2:19][CH2:20][CH2:21]1 |f:5.6|. Procedure: A mixture of 2-ethoxy-4-(diethylamino)benzaldehyde (7.87 g, 35.56 mmol), 1-cyclopentyl-3-ethyl-5-amino-1H-pyrazole-4-carboxamide (3.95 g, 17.78 mmol), p-toluenesulfonic acid monohydrate (0.05 g), 10% palladium on carbon (0.11 g) and benzene (150 ml) was refluxed overnight with the azeotropic removal of water. The catalyst was removed by filtration, and the filtrate was concentrated in vacuo. The residue was combined with that from a similar experimental run, and dissolved in CH2Cl2, and loaded o...